From a dataset of the Open Reaction Database (ORD), a public repository of structured organic reaction records. describe an organic reaction: reactants, conditions, products, and yield Reactants: ClC=1C=CC(=C(C(=O)C2=CC=CC=C2)C1)O (5-chloro-2-hydroxybenzophenone), ClC1=CC(=C(C=C1)O)C(C1=CC=CC=C1)N1C=NC=C1 (4-chloro-2-[α-(1-imidazolyl)-benzyl]-phenol), [H-].[Na+] (sodium hydride), 4-chloro, [BH4-].[Na+] (sodium borohydride), N1C=NC=C1 (imidazole), ClC1=C(CCl)C=CC(=C1)Cl (2,4-dichlorobenzyl chloride). Run in CN(C=O)C (dimethylformamide), C1=CC=CC=C1 (benzene), CO (methanol), O (water), C(C)O (ethanol). Product: ClC1=CC(=C(C=C1)OCC1=C(C=C(C=C1)Cl)Cl)C(C1=CC=CC=C1)N1C=NC=C1 ({4-Chloro-2-[α-(1-imidazolyl)-benzyl]-phenyl}-(2,4-dichlorobenzyl)-ether). Reaction SMILES: ClC1C=CC(O)=C(C=1)C(C1C=CC=CC=1)=O.[BH4-].[Na+].N1C=CN=C1.[Cl:24][C:25]1[CH:30]=[CH:29][C:28]([OH:31])=[C:27]([CH:32]([N:39]2[CH:43]=[CH:42][N:41]=[CH:40]2)[C:33]2[CH:38]=[CH:37][CH:36]=[CH:35][CH:34]=2)[CH:26]=1.[H-].[Na+].[Cl:46][C:47]1[CH:54]=[C:53]([Cl:55])[CH:52]=[CH:51][C:48]=1[CH2:49]Cl>CO.C(O)C.CN(C)C=O.O.C1C=CC=CC=1>[Cl:24][C:25]1[CH:30]=[CH:29][C:28]([O:31][CH2:49][C:48]2[CH:51]=[CH:52][C:53]([Cl:55])=[CH:54][C:47]=2[Cl:46])=[C:27]([CH:32]([N:39]2[CH:43]=[CH:42][N:41]=[CH:40]2)[C:33]2[CH:34]=[CH:35][CH:36]=[CH:37][CH:38]=2)[CH:26]=1 |f:1.2,5.6|. Procedure: 23 g. of 5-chloro-2-hydroxybenzophenone is reduced with an excess of sodium borohydride in methanol, thus obtaining 10.5 g. of 5-chloro-2-hydroxybenzohydrol, m.p. 132°-134° (from benzene). 2.3 g. of this product is heated with 670 mg. of imidazole for 2.5 hours to 200°. The reaction mixture is then dissolved in ethanol, a small amount of water is added, and this yields 500 mg. of 4-chloro-2-[α-(1-imidazolyl)-benzyl]-phenol, m.p. 228°-232°. The product is stirred in 7.5 ml. of dimethylformamide w...